From a dataset of the Open Reaction Database (ORD), a public repository of structured organic reaction records. describe an organic reaction: reactants, conditions, products, and yield Procedure: A mixture of m-chloroperbenzoic acid (2.2 g, 12.8 mmol) and 2-(phenylsulfinylmethyl) saccharin (3.75 g, 11.6 mmol) in MDC (50 ml) was stirred at room temperature for 2 hours. An additional spatula of peracid was added, and stirring was continued for an additional 1 hour. m-Chlorobenzoic acid was removed by filtration and the solid was washed with a small amount of MDC. The filtrate was washed with sodium bicarbonate solution, dried (Na2SO4) and freed of solvent under vacuum. The resultant solid ... Reaction conditions: time 2 hour. Reactants: ClC1=CC(=CC=C1)C(=O)OO (m-chloroperbenzoic acid), C1(=CC=CC=C1)S(=O)CN1S(=O)(=O)C2=CC=CC=C2C1=O (2-(phenylsulfinylmethyl) saccharin), peracid. Reaction SMILES: ClC1C=CC=C(C(OO)=[O:9])C=1.[C:12]1([S:18]([CH2:20][N:21]2[C:31](=[O:32])[C:30]3[C:25](=[CH:26][CH:27]=[CH:28][CH:29]=3)[S:22]2(=[O:24])=[O:23])=[O:19])[CH:17]=[CH:16][CH:15]=[CH:14][CH:13]=1>>[C:12]1([S:18]([CH2:20][N:21]2[C:31](=[O:32])[C:30]3[C:25](=[CH:26][CH:27]=[CH:28][CH:29]=3)[S:22]2(=[O:24])=[O:23])(=[O:9])=[O:19])[CH:13]=[CH:14][CH:15]=[CH:16][CH:17]=1. Yields the product C1(=CC=CC=C1)S(=O)(=O)CN1S(=O)(=O)C2=CC=CC=C2C1=O (2-(phenylsulfonylmethyl)saccharin). The reactants are [BH4-], COc1ccc(COc2ccc(C#N)cc2C=CC=O)cc1, CO, ClCCl, [Na+], O. Reaction SMILES: [BH4-:23].[C:1](#[N:2])[c:3]1[cH:4][c:5]([CH:19]=[CH:20][CH:21]=[O:22])[c:6]([O:9][CH2:10][c:11]2[cH:12][cH:13][c:14]([O:17][CH3:18])[cH:15][cH:16]2)[cH:7][cH:8]1.[CH3:28][OH:29].[Cl:25][CH2:26][Cl:27].[Na+:24].[OH2:30]>>[C:1](#[N:2])[c:3]1[cH:4][c:5]([CH2:19][CH:20]=[CH:21][OH:22])[c:6]([O:9][CH2:10][c:11]2[cH:12][cH:13][c:14]([O:17][CH3:18])[cH:15][cH:16]2)[cH:7][cH:8]1. The product is COc1ccc(COc2ccc(C#N)cc2CC=CO)cc1. Reactants: CC(=O)Oc1ccccc1C(=O)O, [Na+], [Na], [O-]c1ccccc1, O=C=O, Oc1ccccc1. The product is [Na+], O=C([O-])c1ccccc1O. RXN SMILES: [C:1](=[O:2])([CH3:3])[O:4][c:5]1[c:6]([C:7](=[O:8])[OH:9])[cH:10][cH:11][cH:12][cH:13]1.[Na+:29].[Na:21].[O-:22][c:23]1[cH:24][cH:25][cH:26][cH:27][cH:28]1.[O:30]=[C:31]=[O:32].[OH:14][c:15]1[cH:16][cH:17][cH:18][cH:19][cH:20]1>>[Na+:29].[OH:4][c:5]1[c:6]([C:7](=[O:8])[O-:9])[cH:10][cH:11][cH:12][cH:13]1. Starting materials: C(C)C=1C(=C(C=CC1OCC)C(C(=O)[O-])C(=O)C(=O)O)CC (diethyl-2-p-ethoxyphenyl-oxaloacetate), C([O-])([O-])=O.[K+].[K+] (potassium carbonate), CCOCC (ether). Solvent: C=O (formaldehyde). Yields the product C(C)OC(C(=C)C1=CC=C(C=C1)OCC)=O (ethyl-2-(p-ethoxyphenyl)acrylate). RXN SMILES: C([C:3]1[C:4](CC)=[C:5]([CH:12]([C:16](C(O)=O)=O)[C:13]([O-:15])=[O:14])[CH:6]=[CH:7][C:8]=1[O:9][CH2:10][CH3:11])C.C(=O)([O-])[O-].[K+].[K+].[CH3:29][CH2:30]OCC>C=O>[CH2:29]([O:15][C:13](=[O:14])[C:12]([C:5]1[CH:4]=[CH:3][C:8]([O:9][CH2:10][CH3:11])=[CH:7][CH:6]=1)=[CH2:16])[CH3:30] |f:1.2.3|. Procedure: The keto-ester III (143.8 g) was stirred in dilute formaldehyde solution (62 ml 37% formaldehyde+water 220 ml) and to the suspension potassium carbonate solution (54.5 g, in water 280 ml) was added dropwise. At the end of the addition, ether was added to the stirred suspension to dissolve the gummy precipitate which formed and after an additional 15 minutes, gas evolution commenced. When this gas evolution ceased (after about 2 hours) the reaction mixture was extracted with additional ether and ... Starting materials: FC(C=1C=C(C=CC1)C1=CC=C(C=C1)O)(F)F (3′-(trifluoromethyl)biphenyl-4-ol), IN1C(CCC1=O)=O (N-iodosuccinimide), O (water). Run in C(C)(=O)O (acetic acid). Yields the product IC=1C=C(C=CC1O)C1=CC(=CC=C1)C(F)(F)F (3-Iodo-3′-(trifluoromethyl)biphenyl-4-ol). Isolated yield 39.2%. RXN SMILES: [F:1][C:2]([F:17])([F:16])[C:3]1[CH:4]=[C:5]([C:9]2[CH:14]=[CH:13][C:12]([OH:15])=[CH:11][CH:10]=2)[CH:6]=[CH:7][CH:8]=1.[I:18]N1C(=O)CCC1=O.O>C(O)(=O)C>[I:18][C:11]1[CH:10]=[C:9]([C:5]2[CH:6]=[CH:7][CH:8]=[C:3]([C:2]([F:16])([F:17])[F:1])[CH:4]=2)[CH:14]=[CH:13][C:12]=1[OH:15]. Procedure: To a solution of 3′-(trifluoromethyl)biphenyl-4-ol (Preparation 1, 2.17 g, 9.11 mmol) in acetic acid (20 mL) at 0° C. was added N-iodosuccinimide (2.05 g, 9.11 mmol). The reaction was allowed to warm to room temperature and stirred for 48 hours before the addition of water (20 mL). The reaction mixture was extracted with dichloromethane (2×20 mL) and the combined extracts were washed with saturated aqueous sodium thiosulfate solution, dried over anhydrous magnesium sulfate, filtered and concentr... The reactants are CCOC(=O)C(Cc1ccc(NCC=Cc2ccc(OS(C)(=O)=O)cc2)cc1)OCC, CO, [Li+], [OH-], O. Product: CCOC(Cc1ccc(NCC=Cc2ccc(OS(C)(=O)=O)cc2)cc1)C(=O)O. RXN SMILES: [CH2:1]([CH3:2])[O:3][CH:4]([C:5](=[O:6])[O:7][CH2:8][CH3:9])[CH2:10][c:11]1[cH:12][cH:13][c:14]([NH:17][CH2:18][CH:19]=[CH:20][c:21]2[cH:22][cH:23][c:24]([O:27][S:28](=[O:29])(=[O:30])[CH3:31])[cH:25][cH:26]2)[cH:15][cH:16]1.[CH3:35][OH:36].[Li+:32].[OH-:33].[OH2:34]>>[CH2:1]([CH3:2])[O:3][CH:4]([C:5](=[O:6])[OH:7])[CH2:10][c:11]1[cH:12][cH:13][c:14]([NH:17][CH2:18][CH:19]=[CH:20][c:21]2[cH:22][cH:23][c:24]([O:27][S:28](=[O:29])(=[O:30])[CH3:31])[cH:25][cH:26]2)[cH:15][cH:16]1.